This data is from the Open Reaction Database (ORD), a public repository of structured organic reaction records. The task is: describe an organic reaction: reactants, conditions, products, and yield Reactants: CC(C)(O)CNc1c([N+](=O)[O-])cnc2cccnc12, CC(C)O, [H][H]. The product is CC(C)(O)CNc1c(N)cnc2cccnc12. As a reaction SMILES: [CH3:1][C:2]([CH2:3][NH:4][c:5]1[c:6]([N+:15]([O-:16])=[O:17])[cH:7][n:8][c:9]2[cH:10][cH:11][cH:12][n:13][c:14]12)([OH:18])[CH3:19].[CH:22]([OH:23])([CH3:24])[CH3:25].[H:20][H:21]>>[CH3:1][C:2]([CH2:3][NH:4][c:5]1[c:6]([NH2:15])[cH:7][n:8][c:9]2[cH:10][cH:11][cH:12][n:13][c:14]12)([OH:18])[CH3:19]. The reactants are COC(=O)c1ccccc1CBr, CCOC(C)=O, Cc1ccccc1, CCCCCC, NCCCc1cccc(OC(F)(F)F)c1, [K+], [K+], O=C([O-])[O-]. Product: O=C1c2ccccc2CN1CCCc1cccc(OC(F)(F)F)c1. RXN SMILES: [CH3:1][O:2][C:3]([c:4]1[c:5]([CH2:10][Br:11])[cH:6][cH:7][cH:8][cH:9]1)=[O:12].[CH3:34][CH2:35][O:36][C:37](=[O:38])[CH3:39].[CH3:40][c:41]1[cH:42][cH:43][cH:44][cH:45][cH:46]1.[CH3:47][CH2:48][CH2:49][CH2:50][CH2:51][CH3:52].[F:13][C:14]([O:15][c:16]1[cH:17][c:18]([CH2:22][CH2:23][CH2:24][NH2:25])[cH:19][cH:20][cH:21]1)([F:26])[F:27].[K+:28].[K+:29].[O-:30][C:31]([O-:32])=[O:33]>>[C:3]1(=[O:12])[c:4]2[c:5]([cH:6][cH:7][cH:8][cH:9]2)[CH2:10][N:25]1[CH2:24][CH2:23][CH2:22][c:18]1[cH:17][c:16]([O:15][C:14]([F:13])([F:26])[F:27])[cH:21][cH:20][cH:19]1. The reactants are CCOC(C)=O, Cc1cc(C(O)(C(C)c2ccc(C=Cc3ccc(C(=O)O)cc3)cc2Cl)C(F)(F)F)ccn1. Yields the product Cc1cc(C(O)(C(C)c2ccc(CCc3ccc(C(=O)O)cc3)cc2Cl)C(F)(F)F)ccn1. RXN SMILES: [CH3:34][CH2:35][O:36][C:37]([CH3:38])=[O:39].[Cl:1][c:2]1[cH:3][c:4]([CH:23]=[CH:24][c:25]2[cH:26][cH:27][c:28]([C:29](=[O:30])[OH:31])[cH:32][cH:33]2)[cH:5][cH:6][c:7]1[CH:8]([C:9]([C:10]([F:11])([F:12])[F:13])([c:14]1[cH:15][c:16]([CH3:20])[n:17][cH:18][cH:19]1)[OH:21])[CH3:22]>>[Cl:1][c:2]1[cH:3][c:4]([CH2:23][CH2:24][c:25]2[cH:26][cH:27][c:28]([C:29](=[O:30])[OH:31])[cH:32][cH:33]2)[cH:5][cH:6][c:7]1[CH:8]([C:9]([C:10]([F:11])([F:12])[F:13])([c:14]1[cH:15][c:16]([CH3:20])[n:17][cH:18][cH:19]1)[OH:21])[CH3:22].